This data is from the Open Reaction Database (ORD), a public repository of structured organic reaction records. The task is: describe an organic reaction: reactants, conditions, products, and yield Product: COC1=CC=C2C=CC(=NC2=N1)N1C(C2=CC=CC=C2C1OCC=1C=NC=CC1)=O (2-(7-methoxy-1,8-naphthyridin-2-yl)-3-[(3-pyridyl)methoxy]-1-isoindolinone). RXN SMILES: [H-].[Na+].[OH:3][CH:4]1[C:12]2[C:7](=[CH:8][CH:9]=[CH:10][CH:11]=2)[C:6](=[O:13])[N:5]1[C:14]1[CH:23]=[CH:22][C:21]2[C:16](=[N:17][C:18]([O:24][CH3:25])=[CH:19][CH:20]=2)[N:15]=1.Cl[CH2:27][C:28]1[CH:29]=[N:30][CH:31]=[CH:32][CH:33]=1>CN(C)C=O.C1(C)C=CC=CC=1>[CH3:25][O:24][C:18]1[N:17]=[C:16]2[C:21]([CH:22]=[CH:23][C:14]([N:5]3[CH:4]([O:3][CH2:27][C:28]4[CH:29]=[N:30][CH:31]=[CH:32][CH:33]=4)[C:12]4[C:7](=[CH:8][CH:9]=[CH:10][CH:11]=4)[C:6]3=[O:13])=[N:15]2)=[CH:20][CH:19]=1 |f:0.1|. Reported procedure: An oily suspension (50% by weight; 1.2 g) of sodium hydride is added in small portions at a temperature in the region of 0° C. to a solution, maintained under an argon atmosphere, of 3-hydroxy-2-(7-methoxy-1,8-naphthyridin-2-yl)-1-isoindolinone (6.2 g) in anhydrous dimethylformamide (100 cc). The suspension obtained is stirred for 30 minutes at a temperature in the region of 0° C. and a 1.4M solution (16 cc) of 3-chloromethylpyridine in toluene is then added. The reaction mixture is heated with ... Reaction conditions: temperature 0 celsius, time 30 minute. Run in CN(C=O)C (dimethylformamide), C1(=CC=CC=C1)C (toluene). Reactants: [H-].[Na+] (sodium hydride), OC1N(C(C2=CC=CC=C12)=O)C1=NC2=NC(=CC=C2C=C1)OC (3-hydroxy-2-(7-methoxy-1,8-naphthyridin-2-yl)-1-isoindolinone), solution, ClCC=1C=NC=CC1 (3-chloromethylpyridine). Reactants: CCn1nc(C)cc1C(=O)O, C1CCOC1, [Cl-], Nc1ccc(Cc2ccc3c(c2)CC(=O)N3)cc1, O=S(Cl)Cl. The product is CCn1nc(C)cc1C(=O)Nc1ccc(Cc2ccc3c(c2)CC(=O)N3)cc1. Reaction SMILES: [CH2:1]([CH3:2])[n:3]1[n:4][c:5]([CH3:11])[cH:6][c:7]1[C:8](=[O:9])[OH:10].[CH2:35]1[O:36][CH2:37][CH2:38][CH2:39]1.[Cl-:34].[NH2:16][c:17]1[cH:18][cH:19][c:20]([CH2:21][c:22]2[cH:23][c:24]3[c:28]([cH:29][cH:30]2)[NH:27][C:26](=[O:31])[CH2:25]3)[cH:32][cH:33]1.[S:12]([Cl:13])([Cl:14])=[O:15]>>[CH2:1]([CH3:2])[n:3]1[n:4][c:5]([CH3:11])[cH:6][c:7]1[C:8](=[O:10])[NH:16][c:17]1[cH:18][cH:19][c:20]([CH2:21][c:22]2[cH:23][c:24]3[c:28]([cH:29][cH:30]2)[NH:27][C:26](=[O:31])[CH2:25]3)[cH:32][cH:33]1. Starting materials: CCOC(=O)c1coc(N2CCC(NC(=O)OCc3ccccc3)C(OC)C2)n1, CCO. Product: CCOC(=O)c1coc(N2CCC(N)C(OC)C2)n1. Reaction SMILES: [CH2:1]([O:2][C:3](=[O:4])[NH:11][CH:12]1[CH:13]([O:28][CH3:29])[CH2:14][N:15]([c:18]2[o:19][cH:20][c:21]([C:23](=[O:24])[O:25][CH2:26][CH3:27])[n:22]2)[CH2:16][CH2:17]1)[c:5]1[cH:6][cH:7][cH:8][cH:9][cH:10]1.[CH3:30][CH2:31][OH:32]>>[NH2:11][CH:12]1[CH:13]([O:28][CH3:29])[CH2:14][N:15]([c:18]2[o:19][cH:20][c:21]([C:23](=[O:24])[O:25][CH2:26][CH3:27])[n:22]2)[CH2:16][CH2:17]1. The reactants are ClC=1N=C2C(=C(C=NC2=CC1)C(C)=O)N[C@@H]1CC[C@H](CC1)CN(C)C (1-(6-chloro-4-{trans-4-[(dimethylamino)methyl]-cyclohexylamino}-1,5-naphthyridin-3-yl)ethanone), COC1=CC=C(C=C1)B(O)O ((4-methoxyphenyl)boronic acid), C1(=C(C(=C(C(=C1F)F)F)N)F)N.Cl.Cl (dihydrochloride). Yields the product Cl.Cl.CN(C)C[C@@H]1CC[C@H](CC1)NC1=C(C=NC2=CC=C(N=C12)C1=CC=C(C=C1)OC)C(C)=O (1-(4-{trans-4-[(Dimethylamino)methyl]cyclohexylamino}-6-(4-methoxyphenyl)-1,5-naphthyridin-3-yl)ethanone dihydrochloride). The yield is 79.0%. RXN SMILES: [Cl:1][C:2]1[N:3]=[C:4]2[C:9](=[CH:10][CH:11]=1)[N:8]=[CH:7][C:6]([C:12](=[O:14])[CH3:13])=[C:5]2[NH:15][C@H:16]1[CH2:21][CH2:20][C@H:19]([CH2:22][N:23]([CH3:25])[CH3:24])[CH2:18][CH2:17]1.[CH3:26][O:27][C:28]1[CH:33]=[CH:32][C:31](B(O)O)=[CH:30][CH:29]=1.C1(N)C(F)=C(F)C(F)=C(N)C=1F.[ClH:49].Cl>>[ClH:1].[ClH:49].[CH3:24][N:23]([CH2:22][C@H:19]1[CH2:20][CH2:21][C@H:16]([NH:15][C:5]2[C:4]3[C:9](=[CH:10][CH:11]=[C:2]([C:31]4[CH:32]=[CH:33][C:28]([O:27][CH3:26])=[CH:29][CH:30]=4)[N:3]=3)[N:8]=[CH:7][C:6]=2[C:12](=[O:14])[CH3:13])[CH2:17][CH2:18]1)[CH3:25] |f:2.3.4,5.6.7|. Procedure details: Following general procedure II, 1-(6-chloro-4-{trans-4-[(dimethylamino)methyl]-cyclohexylamino}-1,5-naphthyridin-3-yl)ethanone (72 g, 0.20 mmol) was reacted with (4-methoxyphenyl)boronic acid (45 g, 0.30 mmol) followed by formation of the dihydrochloride salt to afford the desired product (80 mg, 79%) as an orange solid: 1H NMR (300 MHz, CD3OD) δ 9.13 (s, 1H), 8.45 (d, J=9.0 Hz, 1H), 8.31 (d, J=9.0 Hz, 1H), 8.15-8.03 (m, 2H), 7.24-7.12 (m, 2H), 5.73-5.59 (m, 1H), 3.91 (s, 3H), 3.13 (d, J=6.7 Hz,... The reactants are CC(CCN)C (3-methylbutan-1-amine), N=1C=CN2C1C=C(C=C2)CNC(NC=2SC(=CN2)C(=O)O)=O (2-(3-(imidazo[1,2-a]pyridin-7-ylmethyl)ureido)thiazole-5-carboxylic acid), [N+](=O)([O-])C1=CC=C(C(=O)O)C=C1 (4-nitrobenzoic acid). Yields the product N=1C=CN2C1C=C(C=C2)CNC(=O)NC=2SC(=CN2)C(=O)N2CCCCC2 (1-(imidazo[1,2-a]pyridin-7-ylmethyl)-3-[5-(piperidin-1-ylcarbonyl)-1,3-thiazol-2-yl]urea). Reaction SMILES: CC(C)CCN.[N:7]1[CH:8]=[CH:9][N:10]2[CH:15]=[CH:14][C:13]([CH2:16][NH:17][C:18](=[O:28])[NH:19][C:20]3[S:21][C:22]([C:25]([OH:27])=O)=[CH:23][N:24]=3)=[CH:12][C:11]=12.[N+:29]([C:32]1C=[CH:39][C:35](C(O)=O)=[CH:34][CH:33]=1)([O-])=O>>[N:7]1[CH:8]=[CH:9][N:10]2[CH:15]=[CH:14][C:13]([CH2:16][NH:17][C:18]([NH:19][C:20]3[S:21][C:22]([C:25]([N:29]4[CH2:32][CH2:33][CH2:34][CH2:35][CH2:39]4)=[O:27])=[CH:23][N:24]=3)=[O:28])=[CH:12][C:11]=12. Procedure: The title compound was prepared as described in Example 1A, substituting piperidine for 3-methylbutan-1-amine and 2-(3-(imidazo[1,2-a]pyridin-7-ylmethyl)ureido)thiazole-5-carboxylic acid for 4-nitrobenzoic acid. 1H NMR (300 MHz, DMSO-d6) δ ppm 10.91 (s, 1H), 8.49 (d, J=7.1 Hz, 1H), 7.89 (s, 1H), 7.62 (s, 1H), 7.52 (d, J=0.8 Hz, 1H), 7.39 (s, 1H), 7.11-7.18 (m, 1H), 6.83 (dd, J=6.9, 1.4 Hz, 1H), 4.39 (d, J=6.0 Hz, 2H), 3.54-3.61 (m, 4H), 1.47-1.67 (m, 6H); MS (ESI(+)) m/e 385 (M+H)+. The reactants are ClC=1C(=C(N)C=CC1)C (3-chloro-2-methylaniline), S1C=CC=C1 (thiophene), N(=O)OCCC(C)C (isoamyl nitrite). Conditions: time 0.75 hour. The product is ClC=1C(=C(C=CC1)C=1SC=CC1)C (2-(3-chloro-2methylphenyl)thiophene). Isolated yield 12.5%. RXN SMILES: [Cl:1][C:2]1[C:3]([CH3:9])=[C:4]([CH:6]=[CH:7][CH:8]=1)N.[S:10]1[CH:14]=[CH:13][CH:12]=[CH:11]1.N(OCCC(C)C)=O>>[Cl:1][C:2]1[C:3]([CH3:9])=[C:4]([C:11]2[S:10][CH:14]=[CH:13][CH:12]=2)[CH:6]=[CH:7][CH:8]=1. Procedure details: To a stirred solution of 50.0 g (0.353 mol) of 3-chloro-2-methylaniline in 100 g (1.19 mol) of thiophene was added dropwise 82.7 g (0.706 mol) of isoamyl nitrite during 0.5 hour. Upon complete addition, the reaction mixture was heated to reflux temperature, and stirred for 0.75 hour. The reaction mixture was then allowed to cool to ambient temperature, and stirring was continued for 16 hours. The reaction mixture was concentrated under reduced pressure to give a black residual oil. The oil was s... The reactants are ClC1=NC=CC(=N1)C1=C(N=C(S1)C(C)(C)C)C=1C(=C(C=CC1)NS(=O)(=O)C1=C(C=CC=C1F)F)F (N-{3-[5-(2-chloro-4-pyrimidinyl)-2-(1,1-dimethylethyl)-1,3-thiazol-4-yl]-2-fluorophenyl}-2,6-difluorobenzenesulfonamide), NCCO (2-aminoethanol). Product: CC(C)(C)C=1SC(=C(N1)C=1C(=C(C=CC1)NS(=O)(=O)C1=C(C=CC=C1F)F)F)C1=NC(=NC=C1)NCCO (N-[3-(2-(1,1-dimethylethyl)-5-{2-[(2-hydroxyethyl)amino]-4-pyrimidinyl}-1,3-thiazol-4-yl)-2-fluorophenyl]-2,6-difluorobenzenesulfonamide), solid. The yield is 39.0%. RXN SMILES: Cl[C:2]1[N:7]=[C:6]([C:8]2[S:12][C:11]([C:13]([CH3:16])([CH3:15])[CH3:14])=[N:10][C:9]=2[C:17]2[C:18]([F:35])=[C:19]([NH:23][S:24]([C:27]3[C:32]([F:33])=[CH:31][CH:30]=[CH:29][C:28]=3[F:34])(=[O:26])=[O:25])[CH:20]=[CH:21][CH:22]=2)[CH:5]=[CH:4][N:3]=1.[NH2:36][CH2:37][CH2:38][OH:39]>>[CH3:14][C:13]([C:11]1[S:12][C:8]([C:6]2[CH:5]=[CH:4][N:3]=[C:2]([NH:36][CH2:37][CH2:38][OH:39])[N:7]=2)=[C:9]([C:17]2[C:18]([F:35])=[C:19]([NH:23][S:24]([C:27]3[C:32]([F:33])=[CH:31][CH:30]=[CH:29][C:28]=3[F:34])(=[O:26])=[O:25])[CH:20]=[CH:21][CH:22]=2)[N:10]=1)([CH3:16])[CH3:15]. Procedure: Following a procedure analogous to the procedure described in Example 290 using N-{3-[5-(2-chloro-4-pyrimidinyl)-2-(1,1-dimethylethyl)-1,3-thiazol-4-yl]-2-fluorophenyl}-2,6-difluorobenzenesulfonamide (250 mg, 0.464 mmol) and 2-aminoethanol (142 mg, 2.31 mmol), the title compound was obtained as a white solid (110 mg, 39%). MS (ESI): 564 [M+H]+. Starting materials: [H-].[Na+] (sodium hydride), COC(C1=CN=CC(=C1)O)=O (5-hydroxynicotinic acid methyl ester), FC1=CC=CC(=C1F)[N+](=O)[O-] (2,3-difluoro-4-nitrobenzene). The solvent is CN(C)C=O (DMF). Reaction conditions: time 2 hour. Yields the product COC(C1=CN=CC(=C1)OC1=CC(=C(C=C1)[N+](=O)[O-])F)=O (5-(4-nitro-3-fluorophenoxy)nicotinic acid methyl ester). Yield: 27.7%. Reaction SMILES: [CH3:1][O:2][C:3](=[O:11])[C:4]1[CH:9]=[C:8]([OH:10])[CH:7]=[N:6][CH:5]=1.[H-].[Na+].F[C:15]1[C:20]([F:21])=[C:19]([N+:22]([O-:24])=[O:23])[CH:18]=[CH:17][CH:16]=1>CN(C=O)C>[CH3:1][O:2][C:3](=[O:11])[C:4]1[CH:9]=[C:8]([O:10][C:16]2[CH:17]=[CH:18][C:19]([N+:22]([O-:24])=[O:23])=[C:20]([F:21])[CH:15]=2)[CH:7]=[N:6][CH:5]=1 |f:1.2|. Reported procedure: To an ice bath cooled solution of 5-hydroxynicotinic acid methyl ester (5.00 g, 32.65 mmol) in DMF (20 mL) was added sodium hydride (0.78 g, 32.65 mmol). The reaction mixture was stirred at room temperature for 2 hours, and 2,3-difluoro-4-nitrobenzene (5.12 g, 29.68 mmol) was added, and the reaction mixture was stirred at room temperature. After 3 hours the solvent was removed under reduced pressure, and the residue was partitioned between EtOAC (300 mL) and H2O (150 mL). The aqueous layer was e... Reactants: C1=CC=CC=2C(C3=C(C=CC21)C=CC=C3)=O (5H-dibenzo[a,d]cyclohepten-5-one), FC1=CC2=C(CC(CC3=C(C2=O)C=CC=C3)=O)C=C1 (2-fluoro-6,12-dioxo-5,6,7,12-tetrahydrodibenzo[a,d]cyclooctene), BrC1=CC2=C(CC(CC3=C(C2=O)C=CC=C3)=O)C=C1 (2-bromo-6,12-dioxo-5,6,7,12-tetrahydrodibenzo[a,d]cyclooctene), ClC1=CC2=C(CC(CC3=C(C2=O)C=CC=C3)=O)C=C1 (2-chloro-6,12-dioxo-5,6,7,12-tetrahydrodibenzo[a,d]cyclooctene). The solvent is BrC=1C=CC2=C(C(C3=C(C=C2)C=CC=C3)=O)C1 (3-bromo-5H-dibenzo[a,d]cyclohepten-5-one), ClC=1C=CC2=C(C(C3=C(C=C2)C=CC=C3)=O)C1 (3-chloro-5H-dibenzo[a,d]cyclohepten-5-one), FC=1C=CC2=C(C(C3=C(C=C2)C=CC=C3)=O)C1 (3-fluoro-5H-dibenzo[a,d]cyclohepten-5-one), ClC1=C(C=CC=C1)Br (o-chlorobromobenzene). The product is O=C1CC2=C(C(C3=C(C1)C=CC=C3)=O)C=CC=C2 (6,12-dioxo-5,6,7,12-tetrahydrodibenzo[ a,d]cyclooctene). RXN SMILES: C1C2C=CC3C=CC=CC=3C(=O)C=2C=CC=1.Br[C:18]1[CH:35]=[CH:34][C:21]2[CH2:22][C:23](=[O:33])[CH2:24][C:25]3[CH:32]=[CH:31][CH:30]=[CH:29][C:26]=3[C:27](=[O:28])[C:20]=2[CH:19]=1.ClC1C=CC2CC(=O)CC3C=CC=CC=3C(=O)C=2C=1.FC1C=CC2CC(=O)CC3C=CC=CC=3C(=O)C=2C=1>BrC1C=CC2C=CC3C=CC=CC=3C(=O)C=2C=1.ClC1C=CC2C=CC3C=CC=CC=3C(=O)C=2C=1.FC1C=CC2C=CC3C=CC=CC=3C(=O)C=2C=1.ClC1C=CC=CC=1Br>[O:33]=[C:23]1[CH2:22][C:21]2[CH:34]=[CH:35][CH:18]=[CH:19][C:20]=2[C:27](=[O:28])[C:26]2[CH:29]=[CH:30][CH:31]=[CH:32][C:25]=2[CH2:24]1. Reported procedure: Employing the procedure substantially as described in Example 1, Steps A through D, but substituting for the 5H-dibenzo[a,d]cyclohepten-5-one used in Step A thereof an equimolecular amount of 3-bromo-5H-dibenzo[a,d]cyclohepten-5-one, 3-chloro-5H-dibenzo[a,d]cyclohepten-5-one, or 3-fluoro-5H-dibenzo[a,d]cyclohepten-5-one, and o-chlorobromobenzene as solvent in Step B, there are produced, respectively, 2-bromo-6,12-dioxo-5,6,7,12-tetrahydrodibenzo[a,d]cyclooctene, m.p. 133°-138° C., 2-chloro-6,12-... As a reaction SMILES: [CH3:18][C:19](=[O:20])[CH3:21].[NH2:8][c:9]1[cH:10][cH:11][c:12]([C:13](=[O:14])[OH:15])[cH:16][cH:17]1.[O:1]=[C:2]1[O:3][C:4](=[O:5])[CH:6]=[CH:7]1>>[O:1]=[C:2]1[CH:7]=[CH:6][C:4](=[O:3])[N:8]1[c:9]1[cH:10][cH:11][c:12]([C:13](=[O:14])[OH:15])[cH:16][cH:17]1. Starting materials: CC(C)=O, Nc1ccc(C(=O)O)cc1, O=C1C=CC(=O)O1. Yields the product O=C(O)c1ccc(N2C(=O)C=CC2=O)cc1.